This data is from the Open Reaction Database (ORD), a public repository of structured organic reaction records. The task is: describe an organic reaction: reactants, conditions, products, and yield Starting materials: CS(=O)C (dimethylsulfoxide), C(C1=CC=CC=C1)OC1=C(C=C(CO)C=C1C)C (4-benzyloxy-3,5-dimethylbenzyl alcohol), C(C1=CC=CC=C1)=NC=1N=CNC1C(=O)N (4-benzylideneamino-5-imidazolecarboxamide), C([O-])([O-])=O.[K+].[K+] (potassium carbonate). Solvent: O (water), Cl[Si](C)(C)C (chlorotrimethylsilane), CN(C=O)C (N,N-dimethylformamide). Reaction conditions: time 2 hour. Product: C(C1=CC=CC=C1)=NC=1N=CN(C1C(=O)N)CC1=CC(=C(C(=C1)C)OCC1=CC=CC=C1)C (4-benzylidene amino-1-(4-benzyloxy-3,5-dimethylbenzyl)-5-imidazole carboxamide). As a reaction SMILES: CS(C)=O.[CH2:5]([O:12][C:13]1[C:20]([CH3:21])=[CH:19][C:16]([CH2:17]O)=[CH:15][C:14]=1[CH3:22])[C:6]1[CH:11]=[CH:10][CH:9]=[CH:8][CH:7]=1.[CH:23](=[N:30][C:31]1[N:32]=[CH:33][NH:34][C:35]=1[C:36]([NH2:38])=[O:37])[C:24]1[CH:29]=[CH:28][CH:27]=[CH:26][CH:25]=1.C(=O)([O-])[O-].[K+].[K+]>Cl[Si](C)(C)C.CN(C)C=O.O>[CH:23](=[N:30][C:31]1[N:32]=[CH:33][N:34]([CH2:17][C:16]2[CH:19]=[C:20]([CH3:21])[C:13]([O:12][CH2:5][C:6]3[CH:11]=[CH:10][CH:9]=[CH:8][CH:7]=3)=[C:14]([CH3:22])[CH:15]=2)[C:35]=1[C:36]([NH2:38])=[O:37])[C:24]1[CH:29]=[CH:28][CH:27]=[CH:26][CH:25]=1 |f:3.4.5|. Reported procedure: 0.48 ml of dimethylsulfoxide was added to a solution of 1.49 g (6.15 mmol) of 4-benzyloxy-3,5-dimethylbenzyl alcohol in 40 ml of chlorotrimethylsilane, and the mixture was stirred at room temperature for 2 hours. The reaction solution was concentrated under vacuum. The concentrate was dissolved in ethyl acetate, washed with distilled water and saturation brine, and dried over anhydrous magnesium sulfate. The residue obtained by concentrating the dry product under vacuum was dissolved in 30 ml of... Starting materials: C(\C=C\C)(=O)OC (methyl crotonate), S(=O)(=O)(O)[O-].[K+] (potassium hydrogen sulfate), [K] (potassium), C(=O)C1=CC=C(C(=O)OC(C)(C)C)C=C1 (tert-butyl 4-formylbenzoate). Run in CCOCC (ether), O (water), C(C)(C)(C)O (tert-butyl alcohol), tert-butyl alcohol-ether. Run at temperature 20 celsius, time 2 hour. The product is C(C)(C)(C)OC(=O)C1=CC=C(C=C1)CCCCC(=O)OC (methyl 5-[4-(tert-butoxycarbonyl)-phenyl]pentanoate). Yield: 59.3%. RXN SMILES: [K].[C:2]([O:7][CH3:8])(=[O:6])/[CH:3]=[CH:4]/[CH3:5].[CH:9]([C:11]1[CH:23]=[CH:22][C:14]([C:15]([O:17][C:18]([CH3:21])([CH3:20])[CH3:19])=[O:16])=[CH:13][CH:12]=1)=O.S([O-])(O)(=O)=O.[K+]>C(O)(C)(C)C.O.CCOCC>[C:18]([O:17][C:15]([C:14]1[CH:22]=[CH:23][C:11]([CH2:9][CH2:5][CH2:4][CH2:3][C:2]([O:7][CH3:8])=[O:6])=[CH:12][CH:13]=1)=[O:16])([CH3:21])([CH3:20])[CH3:19] |f:3.4,^1:0|. Reported procedure: Under an atmosphere of argon, potassium (25 g) was dissolved completely in dried tert-butyl alcohol (820 ml) by refluxing by heating for 3 hours. The solution was cooled to 20° C., to which was added ether (300 ml) and then slowly a solution of methyl crotonate (63.93 g) and tert-butyl 4-formylbenzoate (71.0 g) in tert-butyl alcohol-ether mixture (2:1, 300 ml) while keeping the inner temperature at 10° C. The mixture was stirred at the same temperature for 2 hours, and 1 N potassium hydrogen sul... The reactants are C, O=C1CC(C(=O)NC(Cc2c[nH]cn2)C(=O)OCc2ccccc2)N1, CO, [Pd]. Yields the product O=C1CC(C(=O)NC(Cc2c[nH]cn2)C(=O)O)N1. As a reaction SMILES: [C:28].[CH2:1]([c:2]1[cH:3][cH:4][cH:5][cH:6][cH:7]1)[O:8][C:9]([CH:10]([NH:11][C:12](=[O:13])[CH:14]1[CH2:15][C:16](=[O:18])[NH:17]1)[CH2:19][c:20]1[cH:21][nH:22][cH:23][n:24]1)=[O:25].[CH3:26][OH:27].[Pd:29]>>[O:8]=[C:9]([CH:10]([NH:11][C:12](=[O:13])[CH:14]1[CH2:15][C:16](=[O:18])[NH:17]1)[CH2:19][c:20]1[cH:21][nH:22][cH:23][n:24]1)[OH:25]. Starting materials: COc1ccc(C(C)(C)C)cc1C(=O)Cl, COc1ccc(CCN)cc1, CN(C)c1ccncc1, Cl, c1ccncc1. The product is COc1ccc(CCNC(=O)c2cc(C(C)(C)C)ccc2OC)cc1. Reaction SMILES: [C:12]([CH3:13])([CH3:14])([CH3:15])[c:16]1[cH:17][cH:18][c:19]([O:25][CH3:26])[c:20]([C:21](=[O:22])[Cl:23])[cH:24]1.[CH3:1][O:2][c:3]1[cH:4][cH:5][c:6]([CH2:9][CH2:10][NH2:11])[cH:7][cH:8]1.[CH3:34][N:35]([CH3:36])[c:37]1[cH:38][cH:39][n:40][cH:41][cH:42]1.[ClH:27].[cH:28]1[cH:29][cH:30][n:31][cH:32][cH:33]1>>[CH3:1][O:2][c:3]1[cH:4][cH:5][c:6]([CH2:9][CH2:10][NH:11][C:21]([c:20]2[c:19]([O:25][CH3:26])[cH:18][cH:17][c:16]([C:12]([CH3:13])([CH3:14])[CH3:15])[cH:24]2)=[O:22])[cH:7][cH:8]1. Reactants: [H-].[H-].[H-].[H-].[Li+].[Al+3] (LiAlH4), C(C1=CC=CC=C1)N(CC1=CC=CC=C1)[C@H](C(=O)OCC1=CC=CC=C1)CCC (Benzyl (S)-2-(N,N-dibenzylamino)-pentanoate). The solvent is C1CCOC1 (THF), C1CCOC1 (THF). Conditions: temperature 0 celsius, time 2 hour. Product: C(C1=CC=CC=C1)N(CC1=CC=CC=C1)[C@H](CO)CCC ((S)-2-(N,N-Dibenzylamino)-1-pentanol). Isolated yield 61.8%. RXN SMILES: [H-].[H-].[H-].[H-].[Li+].[Al+3].[CH2:7]([N:14]([C@@H:22]([CH2:33][CH2:34][CH3:35])[C:23](OCC1C=CC=CC=1)=[O:24])[CH2:15][C:16]1[CH:21]=[CH:20][CH:19]=[CH:18][CH:17]=1)[C:8]1[CH:13]=[CH:12][CH:11]=[CH:10][CH:9]=1>C1COCC1>[CH2:15]([N:14]([C@@H:22]([CH2:33][CH2:34][CH3:35])[CH2:23][OH:24])[CH2:7][C:8]1[CH:13]=[CH:12][CH:11]=[CH:10][CH:9]=1)[C:16]1[CH:21]=[CH:20][CH:19]=[CH:18][CH:17]=1 |f:0.1.2.3.4.5|. Procedure: To a cold (0° C.) suspension of LiAlH4 (184 mg, 4.84 mmol) in THF (10 mL), a solution of ester 9 (375 mg, 0.97 mmol) in THF (2.5 mL) was added. The mixture was stirred at 0° C. for 2 h, and then quenched by dropwise addition of EtOH (3 ml). Na—K tartrate solution (10% aq, 30 mL) was added, and the crude was extracted with EtOAc (3×30 mL), dried over Na2SO4, concentrated in vacuo and purified by column chromatography on silica (hexane/EtOAc 5:1) to obtain alcohol 10 as a colorless oil (170 mg, 62...